From a dataset of the Open Reaction Database (ORD), a public repository of structured organic reaction records. describe an organic reaction: reactants, conditions, products, and yield The reactants are OC1CC(CCC1)C(=O)OC (methyl 3-hydroxycyclohexanecarboxylate), O1CCCC=C1 (2,3-dihydropyran). Reagents/catalysts: O.C1(=CC=C(C=C1)S(=O)(=O)O)C (p-toluenesulfonic acid monohydrate). Run in CCOCC (ether). Run at time 6 hour. Product: O1C(CCCC1)OC1CC(CCC1)C(=O)OC (methyl 3-(2-tetrahydropyranyloxy)cyclohexanecarboxylate). Isolated yield 65.8%. Reaction SMILES: [OH:1][CH:2]1[CH2:7][CH2:6][CH2:5][CH:4]([C:8]([O:10][CH3:11])=[O:9])[CH2:3]1.[O:12]1[CH:17]=[CH:16][CH2:15][CH2:14][CH2:13]1>CCOCC.O.C1(C)C=CC(S(O)(=O)=O)=CC=1>[O:12]1[CH2:17][CH2:16][CH2:15][CH2:14][CH:13]1[O:1][CH:2]1[CH2:7][CH2:6][CH2:5][CH:4]([C:8]([O:10][CH3:11])=[O:9])[CH2:3]1 |f:3.4|. Reported procedure: To a solution of methyl 3-hydroxycyclohexanecarboxylate [J. Am. Chem. Soc., 70, 1898 (1948)] (61 g) in ether (500 ml), 2,3-dihydropyran (49 g) and p-toluenesulfonic acid monohydrate (1 g) were added. The mixture was stirred at room temperature for 6 hours and washed with water and dried (MgSO4). The ether was distilled off, and the oily residue was distilled under reduced pressure to give methyl 3-(2-tetrahydropyranyloxy)cyclohexanecarboxylate (61.5 g, 60.2%, b.p. 120°-123° C./0.3 mmHg). Yield: 64.0%. Reactants: COC=1C=C2C(=CC=NC2=CC1OC)OC1=CC=C(C=C1)N (6,7-Dimethoxy-4-(4-aminophenoxy)quinoline), CC1=C(C(=O)O)C=CC(=C1)C(=O)O (monomethylterephthalic acid), Cl.C(C)N=C=NCCCN(C)C (1-ethyl-3-(3'-dimethylaminopropyl)carbodiimide hydrochloride). Reaction conditions: time 18 hour. Product: COC=1C=C2C(=CC=NC2=CC1OC)OC1=CC=C(C=C1)NC(=O)C1=CC=C(C=C1)C(=O)OC (N-{4-[(6,7-Dimethoxy-4-quinolinyl)oxy]phenyl}-(4-methoxycarbonylphenyl)carboxamide). Procedure: 6,7-Dimethoxy-4-(4-aminophenoxy)quinoline (100 mg) and commercially available monomethylterephthalic acid (130 mg) were dissolved in N,N-dimethylformamide (4 ml), 1-ethyl-3-(3'-dimethylaminopropyl)carbodiimide hydrochloride (227 mg) was added, and the admixture was stirred at room temperature for 18 hours. The reaction mixture was then purified in the same manner as described in Example 51 to obtain 99 mg of the title compound (yield: 64%). The solvent is CN(C=O)C (N,N-dimethylformamide). As a reaction SMILES: [CH3:1][O:2][C:3]1[CH:4]=[C:5]2[C:10](=[CH:11][C:12]=1[O:13][CH3:14])[N:9]=[CH:8][CH:7]=[C:6]2[O:15][C:16]1[CH:21]=[CH:20][C:19]([NH2:22])=[CH:18][CH:17]=1.C[C:24]1[CH:32]=[C:31]([C:33]([OH:35])=[O:34])[CH:30]=[CH:29][C:25]=1[C:26]([OH:28])=O.Cl.[CH2:37](N=C=NCCCN(C)C)C>CN(C)C=O>[CH3:1][O:2][C:3]1[CH:4]=[C:5]2[C:10](=[CH:11][C:12]=1[O:13][CH3:14])[N:9]=[CH:8][CH:7]=[C:6]2[O:15][C:16]1[CH:17]=[CH:18][C:19]([NH:22][C:26]([C:25]2[CH:24]=[CH:32][C:31]([C:33]([O:35][CH3:37])=[O:34])=[CH:30][CH:29]=2)=[O:28])=[CH:20][CH:21]=1 |f:2.3|. Reactants: CC(=O)OC(C)=O, [Na+], [Na+], O=C([O-])[O-], ON=Cc1cn2c(ccc3ccccc32)n1. Yields the product N#Cc1cn2c(ccc3ccccc32)n1. As a reaction SMILES: [CH3:23][C:24]([O:25][C:26](=[O:27])[CH3:28])=[O:29].[Na+:17].[Na+:18].[O-:19][C:20](=[O:21])[O-:22].[cH:1]1[c:2]([CH:14]=[N:15][OH:16])[n:3][c:4]2[n:5]1[c:6]1[cH:7][cH:8][cH:9][cH:10][c:11]1[cH:12][cH:13]2>>[cH:1]1[c:2]([C:14]#[N:15])[n:3][c:4]2[n:5]1[c:6]1[cH:7][cH:8][cH:9][cH:10][c:11]1[cH:12][cH:13]2. Isolated yield 17.0%. Reactants: C[Si](C)(C)[N-][Si](C)(C)C.[Li+] (lithium bis(trimethylsilyl)amide), FC1=CC=C(CNC(=O)C2=C(N=C(S2)N2C(CCC2)=O)C)C=C1 (N-(4-fluorobenzyl)-4-methyl-2-(2-oxopyrrolidin-1-yl)thiazole-5-carboxamide), [Cl-].[NH4+] (ammonium chloride), C1(CC1)C=O (cyclopropanecarbaldehyde). The product is C1(CC1)CC1C(N(CC1)C=1SC(=C(N1)C)C(=O)NCC1=CC=C(C=C1)F)=O (2-(3-(cyclopropylmethyl)-2-oxopyrrolidin-1-yl)-N-(4-fluorobenzyl)-4-methylthiazole-5-carboxamide). As a reaction SMILES: [F:1][C:2]1[CH:23]=[CH:22][C:5]([CH2:6][NH:7][C:8]([C:10]2[S:14][C:13]([N:15]3[CH2:19][CH2:18][CH2:17][C:16]3=[O:20])=[N:12][C:11]=2[CH3:21])=[O:9])=[CH:4][CH:3]=1.C[Si]([N-][Si](C)(C)C)(C)C.[Li+].[CH:34]1([CH:37]=O)[CH2:36][CH2:35]1.[Cl-].[NH4+]>CN1CCCN(C)C1=O.O1CCCC1>[CH:34]1([CH2:37][CH:17]2[CH2:18][CH2:19][N:15]([C:13]3[S:14][C:10]([C:8]([NH:7][CH2:6][C:5]4[CH:22]=[CH:23][C:2]([F:1])=[CH:3][CH:4]=4)=[O:9])=[C:11]([CH3:21])[N:12]=3)[C:16]2=[O:20])[CH2:36][CH2:35]1 |f:1.2,4.5|. Reported procedure: To a solution of N-(4-fluorobenzyl)-4-methyl-2-(2-oxopyrrolidin-1-yl)thiazole-5-carboxamide (0.13 g, 0.38 mmol) in a mixture of anhydrous tetrahydrofuran and 1,3-dimethyl-3,4,5,6-tetrahydro-2(1H)-pyrimidinone (8/1, v/v) at −78° C. was added lithium bis(trimethylsilyl)amide in tetrahydrofuran (0.83 mL, 0.83 mmol) dropwise. The reaction mixture was stirred at −78° C. for 5 minutes, followed by the addition of cyclopropanecarbaldehyde (0.028 mL, 0.38 mmol) dropwise. The reaction mixture was warmed ... The solvent is O1CCCC1 (tetrahydrofuran), CN1C(N(CCC1)C)=O (1,3-dimethyl-3,4,5,6-tetrahydro-2(1H)-pyrimidinone), O1CCCC1 (tetrahydrofuran). Conditions: temperature -78 celsius, time 5 minute. The reactants are ClC1=NC(=C(C(=N1)C1=CC=C(C=C1)Cl)C1=CC=C(C=C1)Cl)NN (2-chloro-4,5-bis(4-chlorophenyl)-6-hydrazinylpyrimidine), ClC(Cl)(OC(OC(Cl)(Cl)Cl)=O)Cl (triphosgene). Run in C1CCOC1 (THF). Run at time 8 hour. Product: ClC1=NC(=C(C=2N1C(NN2)=O)C2=CC=C(C=C2)Cl)C2=CC=C(C=C2)Cl (5-chloro-7,8-bis(4-chlorophenyl)-[1,2,4]triazolo[4,3-c]pyrimidin-3(2H)-one). RXN SMILES: [Cl:1][C:2]1[N:7]=[C:6]([C:8]2[CH:13]=[CH:12][C:11]([Cl:14])=[CH:10][CH:9]=2)[C:5]([C:15]2[CH:20]=[CH:19][C:18]([Cl:21])=[CH:17][CH:16]=2)=[C:4]([NH:22][NH2:23])[N:3]=1.Cl[C:25](Cl)([O:27]C(=O)OC(Cl)(Cl)Cl)Cl>C1COCC1>[Cl:1][C:2]1[N:3]2[C:25](=[O:27])[NH:23][N:22]=[C:4]2[C:5]([C:15]2[CH:20]=[CH:19][C:18]([Cl:21])=[CH:17][CH:16]=2)=[C:6]([C:8]2[CH:13]=[CH:12][C:11]([Cl:14])=[CH:10][CH:9]=2)[N:7]=1. Procedure details: To a solution of a mixture of 2-chloro-4,5-bis(4-chlorophenyl)-6-hydrazinylpyrimidine and its regioisomer prepared above (900 mg, 2.46 mmol) in THF (10 mL) at room temperature under argon was added triphosgene (1.46 g, 4.91 mmol). The reaction mixture was stirred at room temperature overnight. The reaction mixture was cooled in an ice bath and carefully quenched with water (10 mL) and then extracted with EtOAc (15 mL×2). The combined organic extracts were washed with water and then saturated aqu... Starting materials: Cl.CN(CCCN=C=NCC)C (1-(3-dimethylaminopropyl)-3-ethylcarbodiimide hydrochloride), NCC1=CC=C(C=C1)C=1C(=CC=CC1)C(=O)OC (Methyl 4′-(aminomethyl)biphenyl-2-carboxylate), OC1(CC1)C(=O)O (1-hydroxycyclo-propanecarboxylic acid), O.ON1N=NC2=C1C=CC=C2 (1-hydroxybenzotriazole hydrate). Solvent: C1CCOC1.C(Cl)Cl (THF DCM), C(Cl)Cl (DCM). Reaction conditions: time 5 minute. Yields the product OC1(CC1)C(=O)NCC1=CC=C(C=C1)C=1C(=CC=CC1)C(=O)OC (Methyl 4′-({[(1-hydroxycyclopropyl)carbonyl]amino}methyl)biphenyl-2-carboxylate). As a reaction SMILES: [NH2:1][CH2:2][C:3]1[CH:8]=[CH:7][C:6]([C:9]2[C:10]([C:15]([O:17][CH3:18])=[O:16])=[CH:11][CH:12]=[CH:13][CH:14]=2)=[CH:5][CH:4]=1.[OH:19][C:20]1([C:23](O)=[O:24])[CH2:22][CH2:21]1.O.ON1C2C=CC=CC=2N=N1.Cl.CN(C)CCCN=C=NCC>C1COCC1.C(Cl)Cl.C(Cl)Cl>[OH:19][C:20]1([C:23]([NH:1][CH2:2][C:3]2[CH:8]=[CH:7][C:6]([C:9]3[C:10]([C:15]([O:17][CH3:18])=[O:16])=[CH:11][CH:12]=[CH:13][CH:14]=3)=[CH:5][CH:4]=2)=[O:24])[CH2:22][CH2:21]1 |f:2.3,4.5,6.7|. Procedure: Methyl 4′-(aminomethyl)biphenyl-2-carboxylate (0.325 g, 1.35 mmol), 1-hydroxycyclo-propanecarboxylic acid (0.151 g, 1.48 mmol) and 1-hydroxybenzotriazole hydrate (0.248 g, 1.62 mmol) were suspended in a mixture of THF/DCM (13 mL of THF/6.5 mL of DCM), followed by the addition of 1-(3-dimethylaminopropyl)-3-ethylcarbodiimide hydrochloride (0.336 g, 1.75 mmol). Rapidly the solution turned homogenous, but returned to a heterogeneous mixture after 5 minutes. After 3 hours the solvent mixture was exc...